This data is from the Open Reaction Database (ORD), a public repository of structured organic reaction records. The task is: describe an organic reaction: reactants, conditions, products, and yield Starting materials: C[Si](N[Si](C)(C)C)(C)C (hexamethyldisilazane), N1C(CCCC2=C1C=CC=C2)=O (2,3,4,5-tetrahydro-1H-1-benzazepin-2-one), II (iodine), S(=O)([O-])[O-].[Na+].[Na+] (sodium sulfite), S(=O)([O-])[O-].[Na+].[Na+] (sodium sulfite). Solvent: C(Cl)Cl (methylene chloride), O (water). Conditions: temperature 30 celsius. Yields the product IC1C(NC2=C(CC1)C=CC=C2)=O (3-Iodo-2,3,4,5-tetrahydro-1H-1-benzazepin-2-one). Yield: 57.5%. As a reaction SMILES: [NH:1]1[C:7]2[CH:8]=[CH:9][CH:10]=[CH:11][C:6]=2[CH2:5][CH2:4][CH2:3][C:2]1=[O:12].C[Si](C)(C)N[Si](C)(C)C.[I:22]I.S([O-])([O-])=O.[Na+].[Na+]>C(Cl)Cl.O>[I:22][CH:3]1[CH2:4][CH2:5][C:6]2[CH:11]=[CH:10][CH:9]=[CH:8][C:7]=2[NH:1][C:2]1=[O:12] |f:3.4.5|. Reported procedure: A suspension of 1.8 Kg (11.17 mol) of 2,3,4,5-tetrahydro-1H-1-benzazepin-2-one in a mixture of 22.33 L of methylene chloride and 11.78 L (55.83 mol) of hexamethyldisilazane was heated at reflux for 10 minutes then cooled to 30° C. and treated with 8.503 Kg (33.5 mol) of iodine in one portion. The mixture was heated at reflux for 2.5 hours then cooled to room temperature. Aqueous sodium sulfite containing 4.926 Kg of sodium sulfite in 44 L of water was cooled to 0° C. and into it was poured the r... Starting materials: ClC1=NC=2N(C(NC(C2N1)=O)=O)C (8-Chloro-3-methyl-3,7-dihydropurine-2,6-dione), C([O-])([O-])=O.[K+].[K+] (potassium carbonate), C(C=C)Br (allyl bromide). The solvent is CN(C=O)C (N,N-dimethylformamide), C(C)(=O)OCC (ethyl acetate), O (water). Run at time 17 hour. The product is C(C=C)N1C(=NC=2N(C(NC(C12)=O)=O)C)Cl (7-Allyl-8-chloro-3-methyl-3,7-dihydropurine-2,6-dione). As a reaction SMILES: [Cl:1][C:2]1[NH:10][C:9]2[C:8](=[O:11])[NH:7][C:6](=[O:12])[N:5]([CH3:13])[C:4]=2[N:3]=1.C(=O)([O-])[O-].[K+].[K+].[CH2:20](Br)[CH:21]=[CH2:22]>CN(C)C=O.C(OCC)(=O)C.O>[CH2:22]([N:10]1[C:9]2[C:8](=[O:11])[NH:7][C:6](=[O:12])[N:5]([CH3:13])[C:4]=2[N:3]=[C:2]1[Cl:1])[CH:21]=[CH2:20] |f:1.2.3|. Procedure: 8-Chloro-3-methyl-3,7-dihydropurine-2,6-dione (868 mg) and potassium carbonate (628 mg) were suspended in N,N-dimethylformamide (10 ml), and allyl bromide was added dropwise thereto while cooling on ice. After stirring the reaction mixture at room temperature for 17 hours, the resulting white suspension was diluted with ethyl acetate (30 ml) and water (4 ml), and was filtered to give a white solid. The solid was washed with water and ethyl acetate to give 797 mg of the title compound.